Dataset: the Open Reaction Database (ORD), a public repository of structured organic reaction records. Task: describe an organic reaction: reactants, conditions, products, and yield Starting materials: [Si](C)(C)(C(C)(C)C)OCC(C(=O)N1CCC(CC1)OC=1C=C2C(=NC=NC2=CC1OC)NC1=C(C(=C(C=C1)Cl)Cl)F)=C (2-((tert-butyldimethylsilyloxy)methyl)-1-(4-(4-(3,4-dichloro-2-fluorophenylamino)-7-methoxyquinazolin-6-yloxy)piperidin-1-yl)prop-2-en-1-one). The solvent is O1CCCC1 (tetrahydrofuran), [F-].C(CCC)[N+](CCCC)(CCCC)CCCC (tetra-n-butyl ammonium fluoride), O1CCCC1 (tetrahydrofuran). Conditions: time 3 hour. Yields the product ClC=1C(=C(C=CC1Cl)NC1=NC=NC2=CC(=C(C=C12)OC1CCN(CC1)C(C(=C)CO)=O)OC)F (1-(4-(4-(3,4-dichloro-2-fluorophenylamino)-7-methoxyquinazolin-6-yloxy)piperidin-1-yl)-2-(hydroxymethyl)prop-2-en-1-one). Isolated yield 50.5%. As a reaction SMILES: [Si]([O:8][CH2:9][C:10](=[CH2:42])[C:11]([N:13]1[CH2:18][CH2:17][CH:16]([O:19][C:20]2[CH:21]=[C:22]3[C:27](=[CH:28][C:29]=2[O:30][CH3:31])[N:26]=[CH:25][N:24]=[C:23]3[NH:32][C:33]2[CH:38]=[CH:37][C:36]([Cl:39])=[C:35]([Cl:40])[C:34]=2[F:41])[CH2:15][CH2:14]1)=[O:12])(C(C)(C)C)(C)C>O1CCCC1.[F-].C([N+](CCCC)(CCCC)CCCC)CCC>[Cl:40][C:35]1[C:34]([F:41])=[C:33]([NH:32][C:23]2[C:22]3[C:27](=[CH:28][C:29]([O:30][CH3:31])=[C:20]([O:19][CH:16]4[CH2:17][CH2:18][N:13]([C:11](=[O:12])[C:10]([CH2:9][OH:8])=[CH2:42])[CH2:14][CH2:15]4)[CH:21]=3)[N:26]=[CH:25][N:24]=2)[CH:38]=[CH:37][C:36]=1[Cl:39] |f:2.3|. Reported procedure: 140 mg of the compound obtained in step 3) was diluted with 3 ml of tetrahydrofuran, and 1.1 ml of a 1.0M tetra-n-butyl ammonium fluoride-containing tetrahydrofuran solution was added thereto. The resulting mixture was incubated at room temperature for three hours. After the reaction terminated, a saturated sodium hydrogen carbonate was added, and the resulting solution was extracted twice with chloroform. The organic layer was dried over anhydrous sodium sulfate, filtered and distilled under a ... Reactants: OS(=O)[O-].[Na+] (NaHSO3), COC1=CC=C(C=N1)[C@@H]1CC(CC1)=O ((3S)-3-(6-methoxy-3-pyridyl)cyclopentanone), Cl[Si](C)(C)C (chlorotrimethylsilane), [Na+].[I-] (NaI). Run in C(Cl)Cl (DCM), C(C)#N (acetonitrile). Conditions: temperature 100 celsius. Yields the product O=C1C[C@H](CC1)C=1C=CC(NC1)=O (5-[(1S)-3-Oxocyclopentyl]-1H-pyridin-2-one). As a reaction SMILES: C[O:2][C:3]1[N:8]=[CH:7][C:6]([C@H:9]2[CH2:13][CH2:12][C:11](=[O:14])[CH2:10]2)=[CH:5][CH:4]=1.[Na+].[I-].Cl[Si](C)(C)C.OS([O-])=O.[Na+]>C(#N)C.C(Cl)Cl>[O:14]=[C:11]1[CH2:12][CH2:13][C@H:9]([C:6]2[CH:5]=[CH:4][C:3](=[O:2])[NH:8][CH:7]=2)[CH2:10]1 |f:1.2,4.5|. Procedure: (3S)-3-(6-methoxy-3-pyridyl)cyclopentanone (preparation 3) (560 mg, 2.9 mmol) was dissolved in acetonitrile (12 mL) and treated with NaI (1.32 g, 8.8 mmol) followed by chlorotrimethylsilane (0.74 mL, 5.9 mmol). The reaction mixture was heated in a microwave reactor at 100° C. for 5 min. Following the addition of DCM and aqueous NaHSO3, the mixture was washed with water. The organic phase was dried over MgSO4 and concentrated under reduced pressure to afford the title compound. 1H NMR (300 MHz, D... Starting materials: N#Cc1ccc(B(O)O)cc1, CCc1c(I)[nH]c(C=O)c1C(=O)OCc1ccccc1, OB(O)c1ccc(F)cc1. Yields the product CCc1c(-c2ccc(C#N)cc2)[nH]c(C=O)c1C(=O)OCc1ccccc1. Reaction SMILES: [C:31](#[N:32])[c:33]1[cH:34][cH:35][c:36]([B:39]([OH:40])[OH:41])[cH:37][cH:38]1.[CH2:1]([CH3:2])[c:3]1[c:4]([C:11](=[O:12])[O:13][CH2:14][c:15]2[cH:16][cH:17][cH:18][cH:19][cH:20]2)[c:5]([CH:9]=[O:10])[nH:6][c:7]1[I:8].[OH:21][B:22]([c:23]1[cH:24][cH:25][c:26]([F:27])[cH:28][cH:29]1)[OH:30]>>[CH2:1]([CH3:2])[c:3]1[c:4]([C:11](=[O:12])[O:13][CH2:14][c:15]2[cH:16][cH:17][cH:18][cH:19][cH:20]2)[c:5]([CH:9]=[O:10])[nH:6][c:7]1-[c:36]1[cH:35][cH:34][c:33]([C:31]#[N:32])[cH:38][cH:37]1. Starting materials: CO, CC(C)=O, ClCCl, Cl, Nc1ccc(-c2cn(C3CCC4(CC3)OCCO4)c3ncnc(N)c23)cc1F. Product: Nc1ccc(-c2cn(C3CCC(=O)CC3)c3ncnc(N)c23)cc1F. As a reaction SMILES: [CH3:30][OH:31].[CH3:32][C:33](=[O:34])[CH3:35].[Cl:36][CH2:37][Cl:38].[ClH:1].[NH2:2][c:3]1[c:4]([F:29])[cH:5][c:6](-[c:9]2[cH:10][n:11]([CH:19]3[CH2:20][CH2:21][C:22]4([O:23][CH2:26][CH2:25][O:24]4)[CH2:27][CH2:28]3)[c:12]3[n:13][cH:14][n:15][c:16]([NH2:18])[c:17]23)[cH:7][cH:8]1>>[NH2:2][c:3]1[c:4]([F:29])[cH:5][c:6](-[c:9]2[cH:10][n:11]([CH:19]3[CH2:20][CH2:21][C:22](=[O:23])[CH2:27][CH2:28]3)[c:12]3[n:13][cH:14][n:15][c:16]([NH2:18])[c:17]23)[cH:7][cH:8]1. The reactants are CCO, CSc1nnc(-c2ccccc2)c(C)n1, NN, O. Product: Cc1nc(NN)nnc1-c1ccccc1. Reaction SMILES: [CH3:19][CH2:20][OH:21].[CH3:1][c:2]1[n:3][c:4]([S:14][CH3:15])[n:5][n:6][c:7]1-[c:8]1[cH:9][cH:10][cH:11][cH:12][cH:13]1.[NH2:17][NH2:18].[OH2:16]>>[CH3:1][c:2]1[n:3][c:4]([NH:17][NH2:18])[n:5][n:6][c:7]1-[c:8]1[cH:9][cH:10][cH:11][cH:12][cH:13]1. Reactants: C(C1=CC=CC=C1)N1C[C@@H]2N(C(C=3C(=CC=C(C3C2)OC)C)=O)CC1 ((R)-2-benzyl-7-methyl-10-methoxy-1,2,3,4,11,11a-hexahydro-pyrazino[1,2-b]isoquinolin-6-one). The solvent is ClCCl (dichloromethane), B(Br)(Br)Br (BBr3), ClCCl (dichloromethane). Conditions: time 2.5 hour. The product is C(C1=CC=CC=C1)N1C[C@@H]2N(C(C=3C(=CC=C(C3C2)O)C)=O)CC1 ((R)-2-benzyl-7-methyl-10-hydroxy-1,2,3,4,11,11a-hexahydro-pyrazino[1,2-b]isoquinolin-6-one). As a reaction SMILES: [CH2:1]([N:8]1[CH2:25][CH2:24][N:11]2[C:12](=[O:23])[C:13]3[C:14]([CH3:22])=[CH:15][CH:16]=[C:17]([O:20]C)[C:18]=3[CH2:19][C@@H:10]2[CH2:9]1)[C:2]1[CH:7]=[CH:6][CH:5]=[CH:4][CH:3]=1>ClCCl.B(Br)(Br)Br>[CH2:1]([N:8]1[CH2:25][CH2:24][N:11]2[C:12](=[O:23])[C:13]3[C:14]([CH3:22])=[CH:15][CH:16]=[C:17]([OH:20])[C:18]=3[CH2:19][C@@H:10]2[CH2:9]1)[C:2]1[CH:3]=[CH:4][CH:5]=[CH:6][CH:7]=1. Procedure: To a stirred solution of (R)-2-benzyl-7-methyl-10-methoxy-1,2,3,4,11,11a-hexahydro-pyrazino[1,2-b]isoquinolin-6-one (210 mg, 0.625 mmol) in dry dichloromethane (7 mL), 1M BBr3 in dichloromethane (3.1 mL, 3.1 mmol) was added at −78° C. The reaction was stirred for 2.5 h at RT under Argon. Slowly quenched with MeOH (5 mL) and conc in vacuo to give light brownish residue. MS (ESI) 323 (M+H). Reactants: C(#N)N=C(NC)SC (3-cyano-1-methyl-2-methylisothiourea), NCC=1C=CC(=NC1)Cl (5-aminomethyl-2-chloropyridine). Run at temperature 100 celsius. Yields the product ClC1=NC=C(C=C1)CNC(NC)=NC#N (3-(2-chloro-5-pyridylmethyl)-1-methyl-2-cyanoguanidine). Yield: 44.4%. RXN SMILES: [C:1]([N:3]=[C:4](SC)[NH:5][CH3:6])#[N:2].[NH2:9][CH2:10][C:11]1[CH:12]=[CH:13][C:14]([Cl:17])=[N:15][CH:16]=1>>[Cl:17][C:14]1[CH:13]=[CH:12][C:11]([CH2:10][NH:9][C:4](=[N:3][C:1]#[N:2])[NH:5][CH3:6])=[CH:16][N:15]=1. Reported procedure: A mixture of 3-cyano-1-methyl-2-methylisothiourea (0.65 g) and 5-aminomethyl-2-chloropyridine (0.72 g) was stirred under heating at 100° C. for three hours. Then, the reaction product was cooled to room temperature and then purified on silica gel column chromatography (eluent: ethanol/chloroform) to obtain the desired 3-(2-chloro-5-pyridylmethyl)-1-methyl-2-cyanoguanidine (0.5 g) having a melting point in the range of from 193° to 197° C. The reactants are C[O-].[Na+] (Sodium methoxide), NC=1N=C(C(=NC1)C#N)Cl (5-amino-3-chloropyrazine-2-carbonitrile). Run in O1CCOCC1 (dioxane). Run at temperature 90 celsius. Product: NC=1N=C(C(=NC1)C#N)OC (5-Amino-3-methoxypyrazine-2-carbonitrile). Yield: 32.9%. Reaction SMILES: [CH3:1][O-:2].[Na+].[NH2:4][C:5]1[N:6]=[C:7](Cl)[C:8]([C:11]#[N:12])=[N:9][CH:10]=1>O1CCOCC1>[NH2:4][C:5]1[N:6]=[C:7]([O:2][CH3:1])[C:8]([C:11]#[N:12])=[N:9][CH:10]=1 |f:0.1|. Reported procedure: Sodium methoxide (70 mg, 1.29 mmol) was added to a stirred solution of 5-amino-3-chloropyrazine-2-carbonitrile (100 mg, 0.647 mmol) in dioxane (1 mL). The reaction mixture was heated in a sealed tube at 90° C. overnight. The solvent was removed in vacuo, and the residue was partitioned between water and ethyl acetate. The aqueous layer was re-extracted with ethyl acetate. The combined organic layers were washed with brine, dried (Na2SO4) and concentrated to give the title compound (32 mg, 0.213 ... The reactants are crude product, FC1=C(C=C(C=C1)N(C1=NC=C(C(=N1)SC#N)[N+](=O)[O-])C)NC(OC(C)(C)C)=O (tert-butyl {2-fluoro-5-[methyl(5-nitro-4-thiocyanatopyrimidin-2-yl)amino]phenyl}carbamate), reduced iron. Run in C(C)(=O)O (acetic acid). Conditions: temperature 80 celsius, time 3 hour. The product is NC=1SC=2N=C(N=CC2N1)N(C=1C=CC(=C(C1)NC(OC(C)(C)C)=O)F)C (tert-butyl {5-[(2-amino[1,3]thiazolo[5,4-d]pyrimidin-5-yl)(methyl)amino]-2-fluorophenyl}carbamate). Isolated yield 46.0%. Reaction SMILES: [F:1][C:2]1[CH:7]=[CH:6][C:5]([N:8]([CH3:21])[C:9]2[N:14]=[C:13]([S:15][C:16]#[N:17])[C:12]([N+:18]([O-])=O)=[CH:11][N:10]=2)=[CH:4][C:3]=1[NH:22][C:23](=[O:29])[O:24][C:25]([CH3:28])([CH3:27])[CH3:26]>C(O)(=O)C>[NH2:17][C:16]1[S:15][C:13]2[N:14]=[C:9]([N:8]([CH3:21])[C:5]3[CH:6]=[CH:7][C:2]([F:1])=[C:3]([NH:22][C:23](=[O:29])[O:24][C:25]([CH3:28])([CH3:27])[CH3:26])[CH:4]=3)[N:10]=[CH:11][C:12]=2[N:18]=1. Reported procedure: To a solution of the above-mentioned crude product of tert-butyl {2-fluoro-5-[methyl(5-nitro-4-thiocyanatopyrimidin-2-yl)amino]phenyl}carbamate in acetic acid (70 mL) was added reduced iron (4.28 g, 76.7 mmol), and the mixture was stirred at 80° C. for 3 hr. The insoluble material was filtered off, and the filtrate was concentrated under reduced pressure. To the obtained residue was added 0.5N aqueous sodium hydroxide solution (100 mL), and the mixture was extracted with ethyl acetate (200 mL, 3...